Dataset: the Open Reaction Database (ORD), a public repository of structured organic reaction records. Task: describe an organic reaction: reactants, conditions, products, and yield Starting materials: C(C#C)N (propargylamine), C1=2C(=O)OC(NC1=CC=CC2)=O (isatoic anhydride). The solvent is O (water), C(Cl)Cl (CH2Cl2), CN(C)C=O (DMF), CN(C)C=O (DMF). Reaction conditions: temperature 45 celsius, time 16 hour. Product: NC1=C(C(=O)NCC#C)C=CC=C1 (2-amino-N-propargylbenzamide). Isolated yield 50.2%. Reaction SMILES: [CH2:1]([NH2:4])[C:2]#[CH:3].[C:5]12[C:11](=[CH:12][CH:13]=[CH:14][CH:15]=1)[NH:10]C(=O)[O:8][C:6]2=O>CN(C=O)C.O.C(Cl)Cl>[NH2:10][C:11]1[CH:12]=[CH:13][CH:14]=[CH:15][C:5]=1[C:6]([NH:4][CH2:1][C:2]#[CH:3])=[O:8]. Procedure: A solution of propargylamine (1.00 mL, 14.6 mmol) in DMF (4.0 mL) was added dropwise to a solution of isatoic anhydride (1.57 g, 9.72 mmol) in DMF (8.0 mL) at 45° C. The solution was stirred at 45° C. for 16 h and diluted with water and CH2Cl2. The aqueous phase was extracted with CH2Cl2 washed with water, brine, dried and concentrated. The crude product was recrystallised from EtOAc/petrol to give 2-amino-N-propargylbenzamide (0.85 g, 51%) as a colourless solid; mp 100-101° C., lit. [29] 98-100...